Dataset: the Open Reaction Database (ORD), a public repository of structured organic reaction records. Task: describe an organic reaction: reactants, conditions, products, and yield Reactants: O=C([O-])[O-], Cc1cc2ccc(O)cc2[nH]1, CN(C)C=O, O=C(Nc1cn2nc(I)ccc2n1)C1CC1, [K+], [K+]. Product: Cc1cc2ccc(Oc3ccc4nc(NC(=O)C5CC5)cn4n3)cc2[nH]1. As a reaction SMILES: [C:28](=[O:29])([O-:30])[O-:31].[CH3:17][c:18]1[nH:19][c:20]2[cH:21][c:22]([OH:27])[cH:23][cH:24][c:25]2[cH:26]1.[CH3:34][N:35]([CH3:36])[CH:37]=[O:38].[I:1][c:2]1[cH:3][cH:4][c:5]2[n:6]([n:7]1)[cH:8][c:9]([NH:11][C:12](=[O:13])[CH:14]1[CH2:15][CH2:16]1)[n:10]2.[K+:32].[K+:33]>>[c:2]1([O:27][c:22]2[cH:21][c:20]3[nH:19][c:18]([CH3:17])[cH:26][c:25]3[cH:24][cH:23]2)[cH:3][cH:4][c:5]2[n:6]([n:7]1)[cH:8][c:9]([NH:11][C:12](=[O:13])[CH:14]1[CH2:15][CH2:16]1)[n:10]2. Starting materials: IC1=CC=C(C(=O)OCC)C=C1 (ethyl 4-iodobenzoate), C(CC=C)(=O)O (3-butenoic acid), CC1=C(C=CC=C1)P(C1=C(C=CC=C1)C)C1=C(C=CC=C1)C (tris(2-methylphenyl)phosphine), Cl (hydrochloric acid). Reagents/catalysts: C(C)(=O)[O-].[Pd+2].C(C)(=O)[O-] (palladium(II) acetate). The solvent is C(C)#N (acetonitrile), C(C)N(CC)CC (triethylamine), C(C)OC(C)=O (ethylacetate). Conditions: temperature 100 celsius, time 8 hour. Product: C(=O)(O)C/C=C/C1=CC=C(C(=O)OCC)C=C1 (ethyl 4-((1E)-3-carboxyprop-1-enyl)benzoate). The yield is 51.2%. Reaction SMILES: I[C:2]1[CH:12]=[CH:11][C:5]([C:6]([O:8][CH2:9][CH3:10])=[O:7])=[CH:4][CH:3]=1.[C:13]([OH:18])(=[O:17])[CH2:14][CH:15]=[CH2:16].CC1C=CC=CC=1P(C1C=CC=CC=1C)C1C=CC=CC=1C.Cl>C(OC(=O)C)C.C([O-])(=O)C.[Pd+2].C([O-])(=O)C.C(#N)C.C(N(CC)CC)C>[C:13]([CH2:14]/[CH:15]=[CH:16]/[C:2]1[CH:12]=[CH:11][C:5]([C:6]([O:8][CH2:9][CH3:10])=[O:7])=[CH:4][CH:3]=1)([OH:18])=[O:17] |f:5.6.7|. Reported procedure: A mixture of ethyl 4-iodobenzoate (1.38 g), 3-butenoic acid (1.08 g), palladium(II) acetate (0.11 g), tris(2-methylphenyl)phosphine (0.30 g), triethylamine (4 mL) and acetonitrile (5 mL) was stirred at 100° C. under an argon atmosphere overnight. The reaction mixture was diluted with ethylacetate. To the mixture was added 2 mol/L hydrochloric acid (20 mL), and the mixture was stirred at room temperature for 10 minutes. The insoluble material was removed by filtration, and the filtrate was extrac... Starting materials: ClC1=C(C(=O)NC(COCCC2=C(C=CC(=C2)F)F)=N)C=C(C=N1)CC (2-chloro-N-{2-[2-(2,5-difluoro-phenyl)-ethoxy]-1-imino-ethyl}-5-ethyl-nicotinamide), C([O-])([O-])=O.[K+].[K+] (potassium carbonate). The solvent is CN(C)C=O (DMF). Yields the product FC1=C(C=C(C=C1)F)CCOCC=1NC(C2=C(N1)N=CC(=C2)CC)=O (2-[2-(2,5-difluoro-phenyl)-ethoxymethyl]-6-ethyl-3H-pyrido[2,3-d]pyrimidin-4-one). Reaction SMILES: Cl[C:2]1[N:24]=[CH:23][C:22]([CH2:25][CH3:26])=[CH:21][C:3]=1[C:4]([NH:6][C:7](=[NH:20])[CH2:8][O:9][CH2:10][CH2:11][C:12]1[CH:17]=[C:16]([F:18])[CH:15]=[CH:14][C:13]=1[F:19])=[O:5].C(=O)([O-])[O-].[K+].[K+]>CN(C=O)C>[F:19][C:13]1[CH:14]=[CH:15][C:16]([F:18])=[CH:17][C:12]=1[CH2:11][CH2:10][O:9][CH2:8][C:7]1[NH:6][C:4](=[O:5])[C:3]2[CH:21]=[C:22]([CH2:25][CH3:26])[CH:23]=[N:24][C:2]=2[N:20]=1 |f:1.2.3|. Procedure details: In analogy to the procedure described in example 78.4, 2-chloro-N-{2-[2-(2,5-difluoro-phenyl)-ethoxy]-1-imino-ethyl}-5-ethyl-nicotinamide was treated with potassium carbonate in DMF for 5 h at 100° C. to obtain 2-[2-(2,5-difluoro-phenyl)-ethoxymethyl]-6-ethyl-3H-pyrido[2,3-d]pyrimidin-4-one as off-white crystals. MS: m/e=346.1 [M+H+]. Product: CCOC(=O)C(Cc1ccc(OCC(=O)N(CC)Cc2ccccc2)cc1)OCC. RXN SMILES: [B-:41]([F:42])([F:43])([F:44])[F:45].[CH2:1]([CH3:2])[O:3][CH:4]([CH2:5][c:6]1[cH:7][cH:8][c:9]([O:10][CH2:11][C:12](=[O:13])[OH:14])[cH:15][cH:16]1)[C:17](=[O:18])[O:19][CH2:20][CH3:21].[CH2:22]([c:23]1[cH:24][cH:25][cH:26][cH:27][cH:28]1)[NH:29][CH2:30][CH3:31].[CH2:63]([Cl:64])[Cl:65].[CH:32]([N:33]([CH2:34][CH3:35])[CH:36]([CH3:37])[CH3:38])([CH3:39])[CH3:40].[n:46]1([O:47][C:48]([N:49]([CH3:50])[CH3:51])=[N+:52]([CH3:53])[CH3:54])[c:55]2[cH:56][cH:57][cH:58][cH:59][c:60]2[n:61][n:62]1>>[CH2:1]([CH3:2])[O:3][CH:4]([CH2:5][c:6]1[cH:7][cH:8][c:9]([O:10][CH2:11][C:12](=[O:14])[N:29]([CH2:22][c:23]2[cH:24][cH:25][cH:26][cH:27][cH:28]2)[CH2:30][CH3:31])[cH:15][cH:16]1)[C:17](=[O:18])[O:19][CH2:20][CH3:21]. The reactants are F[B-](F)(F)F, CCOC(=O)C(Cc1ccc(OCC(=O)O)cc1)OCC, CCNCc1ccccc1, ClCCl, CCN(C(C)C)C(C)C, CN(C)C(On1nnc2ccccc21)=[N+](C)C. Reported procedure: A stirred mixture of 6-fluoro-3-(4-piperidinyl)-1,2-benzisoxazole (2.45 g; 11.1 mmol), K2CO3 (2.0 g), and 3-(2-methoxyphenoxy)propyl chloride (3.5 g, 17.4 mmol) in acetonitrile (40 ml) was heated at 90° C. for 4 hours. At the end of the reaction, the solvent was removed, and the solids were dissolved into dichloromethane (100 ml). The solution was washed with water and brine, then dried over MgSO4. The crude material from the solution was combined with 1.2 g of crude material prepared in the sam... Solvent: C(C)O (ethanol), C(C)#N (acetonitrile). The product is C(\C=C\C(=O)O)(=O)O.FC1=CC2=C(C(=NO2)C2CCN(CC2)CCCOC2=C(C=CC=C2)OC)C=C1 (6-fluoro-3-[1-[3-(2-methoxyphenoxy)-propyl]-4-piperidinyl]-1,2-benzisoxazole fumarate). Conditions: temperature 90 celsius. Reaction SMILES: [F:1][C:2]1[CH:16]=[CH:15][C:5]2[C:6]([CH:9]3[CH2:14][CH2:13][NH:12][CH2:11][CH2:10]3)=[N:7][O:8][C:4]=2[CH:3]=1.C([O-])([O-])=O.[K+].[K+].[CH3:23][O:24][C:25]1[CH:35]=[CH:34][CH:33]=[CH:32][C:26]=1[O:27][CH2:28][CH2:29][CH2:30]Cl.[C:36]([OH:43])(=[O:42])/[CH:37]=[CH:38]/[C:39]([OH:41])=[O:40]>C(#N)C.C(O)C>[C:36]([OH:43])(=[O:42])/[CH:37]=[CH:38]/[C:39]([OH:41])=[O:40].[F:1][C:2]1[CH:16]=[CH:15][C:5]2[C:6]([CH:9]3[CH2:10][CH2:11][N:12]([CH2:30][CH2:29][CH2:28][O:27][C:26]4[CH:32]=[CH:33][CH:34]=[CH:35][C:25]=4[O:24][CH3:23])[CH2:13][CH2:14]3)=[N:7][O:8][C:4]=2[CH:3]=1 |f:1.2.3,8.9|. The reactants are C(\C=C\C(=O)O)(=O)O (fumaric acid), FC1=CC2=C(C(=NO2)C2CCNCC2)C=C1 (6-fluoro-3-(4-piperidinyl)-1,2-benzisoxazole), C(=O)([O-])[O-].[K+].[K+] (K2CO3), COC1=C(OCCCCl)C=CC=C1 (3-(2-methoxyphenoxy)propyl chloride).